This data is from the Open Reaction Database (ORD), a public repository of structured organic reaction records. The task is: describe an organic reaction: reactants, conditions, products, and yield Starting materials: C(CCCCCCCCCCC)OCCNCCNCCN (N-dodecoxyethyldiethylenetriamine), C(CC(=O)C)(=O)OCC (ethyl acetoacetate). Product: C(CCCCCCCCCCC)OCCNCCN1CCN=C(CC1=O)C (4-dodecoxyethylaminoethyl-7-methyl-3,6-dihydro-2H-1,4-diazepin-5-one). Reaction SMILES: [CH2:1]([O:13][CH2:14][CH2:15][NH:16][CH2:17][CH2:18][NH:19][CH2:20][CH2:21][NH2:22])[CH2:2][CH2:3][CH2:4][CH2:5][CH2:6][CH2:7][CH2:8][CH2:9][CH2:10][CH2:11][CH3:12].[C:23](OCC)(=[O:28])[CH2:24][C:25]([CH3:27])=O>>[CH2:1]([O:13][CH2:14][CH2:15][NH:16][CH2:17][CH2:18][N:19]1[C:23](=[O:28])[CH2:24][C:25]([CH3:27])=[N:22][CH2:21][CH2:20]1)[CH2:2][CH2:3][CH2:4][CH2:5][CH2:6][CH2:7][CH2:8][CH2:9][CH2:10][CH2:11][CH3:12]. Procedure details: Into an apparatus similar to that in Example 1, were charged 315.1 g (1 mole) of N-dodecoxyethyldiethylenetriamine and 130.1 g (1 mole) of ethyl acetoacetate at 150° to 160° C., 18 g of water and 46 g of ethanol were distilled off to obtain 4-dodecoxyethylaminoethyl-7-methyl-3,6-dihydro-2H-1,4-diazepin-5-one. Reactants: Cc1ncc[nH]1, CS(C)=O, CCOC(C)=O, CO, [Cu]I, COc1cc(N2CCN(C(=O)Cn3nc(I)c(Cl)c3C)CC2)ccc1Cl, [K+], [K+], O=C([O-])[O-], Oc1cccc2cccnc12. Product: COc1cc(N2CCN(C(=O)Cn3nc(-n4ccnc4C)c(Cl)c3C)CC2)ccc1Cl. Reaction SMILES: [CH3:27][c:28]1[nH:29][cH:30][cH:31][n:32]1.[CH3:50][S:51]([CH3:52])=[O:53].[CH3:56][CH2:57][O:58][C:59]([CH3:60])=[O:61].[CH3:62][OH:63].[Cu:54][I:55].[I:1][c:2]1[n:3][n:4]([CH2:9][C:10](=[O:11])[N:12]2[CH2:13][CH2:14][N:15]([c:18]3[cH:19][c:20]([O:25][CH3:26])[c:21]([Cl:24])[cH:22][cH:23]3)[CH2:16][CH2:17]2)[c:5]([CH3:8])[c:6]1[Cl:7].[K+:44].[K+:45].[O-:46][C:47]([O-:48])=[O:49].[OH:33][c:34]1[cH:35][cH:36][cH:37][c:38]2[c:39]1[n:40][cH:41][cH:42][cH:43]2>>[c:2]1(-[n:29]2[c:28]([CH3:27])[n:32][cH:31][cH:30]2)[n:3][n:4]([CH2:9][C:10](=[O:11])[N:12]2[CH2:13][CH2:14][N:15]([c:18]3[cH:19][c:20]([O:25][CH3:26])[c:21]([Cl:24])[cH:22][cH:23]3)[CH2:16][CH2:17]2)[c:5]([CH3:8])[c:6]1[Cl:7]. The reactants are CN(CCN(C)C)C (N,N,N',N'-tetramethylethylenediamine), C(C)(CC)[Li] (s-butyllithium), N (ammonia), N (ammonia), S(=O)=O (sulfur dioxide), C(C)(C)C1=C(C(=O)N(CC)CC)C=CC(=C1)OC (2-isopropyl-4-methoxy-N,N-diethylbenzamide), Cl (hydrochloric acid). Run in CCOCC (ether), O1CCCC1 (tetrahydrofuran), O (water), CCOCC (ether), O1CCCC1 (tetrahydrofuran), CCOCC (ether). Run at temperature -70 celsius, time 1 hour. Yields the product NS(=O)(=O)C1=C(C(=O)N(CC)CC)C(=CC(=C1)OC)C(C)C (2-aminosulfonyl-6-isopropyl-4-methoxy-N,N-diethylbenzamide). Yield: 72.0%. RXN SMILES: CN(C)CCN(C)C.C([Li])(CC)C.[CH:14]([C:17]1[CH:29]=[C:28]([O:30][CH3:31])[CH:27]=[CH:26][C:18]=1[C:19]([N:21]([CH2:24][CH3:25])[CH2:22][CH3:23])=[O:20])([CH3:16])[CH3:15].[S:32](=[O:34])=[O:33].[NH3:35].Cl>CCOCC.O1CCCC1.O>[NH2:35][S:32]([C:26]1[CH:27]=[C:28]([O:30][CH3:31])[CH:29]=[C:17]([CH:14]([CH3:16])[CH3:15])[C:18]=1[C:19]([N:21]([CH2:22][CH3:23])[CH2:24][CH3:25])=[O:20])(=[O:34])=[O:33]. Procedure details: To a solution of N,N,N',N'-tetramethylethylenediamine (300 mL) in anhydrous ether (4 L) was added s-butyllithium (1.3M, 4 L) and the mixture was cooled to -70° C. under nitrogen. A solution of 2-isopropyl-4-methoxy-N,N-diethylbenzamide (454.2 g) in anhydrous ether (300 mL) was added dropwise over 30 minutes. The temperature was maintained at or below -60° C. during the addition. After the addition the mixture was stirred at -70° C. for one hour, allowed to warm to -50° C., held at -50° C. for 30... The reactants are CC(=O)[O-], Cc1ccc(C)s1, [Na+], CN(C)C=O, O=P(Cl)(Cl)Cl. The product is Cc1cc(C=O)c(C)s1. Reaction SMILES: [CH3:14][C:15]([O-:16])=[O:17].[CH3:6][c:7]1[s:8][c:9]([CH3:12])[cH:10][cH:11]1.[Na+:13].[O:18]=[CH:19][N:20]([CH3:21])[CH3:22].[P:1]([Cl:2])([Cl:3])([Cl:4])=[O:5]>>[CH3:6][c:7]1[s:8][c:9]([CH3:12])[cH:10][c:11]1[CH:15]=[O:16]. Starting materials: CC(C)=CCCC(C)=CCBr, CS(C)=O, ClCCl, Cl, [H-], [H][H], [I-], [Li+], [Li+], O, O=C1C=C(O)C(=O)c2ccccc21. Yields the product CC(C)=CCCC(C)=CCC1=C(O)C(=O)c2ccccc2C1=O. Reaction SMILES: [CH2:18]([CH:19]=[C:20]([CH3:21])[CH2:22][CH2:23][CH:24]=[C:25]([CH3:26])[CH3:27])[Br:28].[CH3:32][S:33]([CH3:34])=[O:35].[Cl:36][CH2:37][Cl:38].[ClH:31].[H-:14].[H:16][H:17].[I-:29].[Li+:15].[Li+:30].[OH2:39].[OH:1][C:2]1=[CH:11][C:10](=[O:12])[c:9]2[c:4]([cH:5][cH:6][cH:7][cH:8]2)[C:3]1=[O:13]>>[OH:1][C:2]1=[C:11]([CH2:18][CH:19]=[C:20]([CH3:21])[CH2:22][CH2:23][CH:24]=[C:25]([CH3:26])[CH3:27])[C:10](=[O:12])[c:9]2[c:4]([cH:5][cH:6][cH:7][cH:8]2)[C:3]1=[O:13]. The reactants are N[C@H]1[C@@H](CCCC1)N[C@@H]1CN(CCC1)C1=CC=C(C#N)C=C1 (4-((S)-3-((1R,2R)-2-aminocyclohexylamino)piperidin-1-yl)benzonitrile), B(F)(F)F.CCOCC (BF3.OEt2), CO (MeOH), desired products, B(F)(F)F.CCOCC (BF3.OEt2). Yields the product crude product, N[C@H]1[C@@H](CCCC1)N[C@@H]1CN(CCC1)C1=CC=C(C(=O)OC)C=C1 (methyl 4-((S)-3-((1R,2R)-2-aminocyclohexylamino)piperidin-1-yl)benzoate). Isolated yield 100.0%. As a reaction SMILES: [NH2:1][C@@H:2]1[CH2:7][CH2:6][CH2:5][CH2:4][C@H:3]1[NH:8][C@H:9]1[CH2:14][CH2:13][CH2:12][N:11]([C:15]2[CH:22]=[CH:21][C:18]([C:19]#N)=[CH:17][CH:16]=2)[CH2:10]1.B(F)(F)F.CC[O:29][CH2:30]C.C[OH:33]>>[NH2:1][C@@H:2]1[CH2:7][CH2:6][CH2:5][CH2:4][C@H:3]1[NH:8][C@H:9]1[CH2:14][CH2:13][CH2:12][N:11]([C:15]2[CH:22]=[CH:21][C:18]([C:19]([O:29][CH3:30])=[O:33])=[CH:17][CH:16]=2)[CH2:10]1 |f:1.2|. Procedure details: To a solution of 4-((S)-3-((1R,2R)-2-aminocyclohexylamino)piperidin-1-yl)benzonitrile (70 mg, 0.235 mmol) in MeOH (1 mL) at was added BF3.OEt2 (0.2 mL, 1.578 mmol) at rt. The reaction was stirred at reflux for 16 h. LC/MS showed only ˜22% of the desired products formed. More BF3.OEt2 (100 μL, 0.789 mmol) was added. The reaction was stirred at reflux for another 6 days. The reaction mixture was concentrated. The residue was diluted with EtOAc, washed with saturated aq NaHCO3, saturated aq NaCl so... Reactants: OC(CC(=O)OC1(CCCC1)CC)C1C2C=CC(C1)C2 (1-ethylcyclopentyl 3-hydroxy-3-(5-norbornen-2-yl)propionate), C1(\C=C/C(=O)O1)=O (maleic anhydride). Product: OC(CC(=O)OC1(CCCC1)CC)C1C2C=CC(C1)C2.C1(\C=C/C(=O)O1)=O (1-ethylcyclopentyl 3-hydroxy-3-(5-norbornen-2-yl)-propionate maleic anhydride). Reaction SMILES: [OH:1][CH:2]([CH:14]1[CH2:19][CH:18]2[CH2:20][CH:15]1[CH:16]=[CH:17]2)[CH2:3][C:4]([O:6][C:7]1([CH2:12][CH3:13])[CH2:11][CH2:10][CH2:9][CH2:8]1)=[O:5].[C:21]1(=[O:27])[O:26][C:24](=[O:25])[CH:23]=[CH:22]1>>[OH:1][CH:2]([CH:14]1[CH2:19][CH:18]2[CH2:20][CH:15]1[CH:16]=[CH:17]2)[CH2:3][C:4]([O:6][C:7]1([CH2:12][CH3:13])[CH2:8][CH2:9][CH2:10][CH2:11]1)=[O:5].[C:24]1(=[O:25])[O:26][C:21](=[O:27])[CH:22]=[CH:23]1 |f:2.3|. Procedure details: Polymerization reaction was effected between Monomer 1 and maleic anhydride using the initiator V65 (by Wako Junyaku K.K.), yielding an alternating copolymer of 1-ethylcyclopentyl 3-hydroxy-3-(5-norbornen-2-yl)-propionate/maleic anhydride.